Dataset: the Open Reaction Database (ORD), a public repository of structured organic reaction records. Task: describe an organic reaction: reactants, conditions, products, and yield Reactants: ClC=1C=C(C=CC1OCC1=NC=CC=C1)NC1=C(C=NC2=CC(=C(C=C12)NC(/C=C/[C@H]1N(CCC1)C(=O)OC(C)(C)C)=O)OCC)C#N (tert-butyl (2S)-2-[(E)-3-[[4-[[3-chloro-4-(2-pyridylmethoxy)phenyl]amino]-3-cyano-7-ethoxy-6-quinolyl]amino]-3-oxo-prop-1-enyl]pyrrolidine-1-carboxylate). Solvent: Cl (hydrogen chloride), O1CCOCC1 (1,4-dioxane). Run at time 12 hour. Yields the product ClC=1C=C(C=CC1OCC1=NC=CC=C1)NC1=C(C=NC2=CC(=C(C=C12)NC(\C=C\[C@H]1NCCC1)=O)OCC)C#N ((E)-N-[4-[[3-chloro-4-(2-pyridylmethoxy)phenyl]amino]-3-cyano-7-ethoxy-6-quinolyl]-3-[(2S)-pyrrolidin-2-yl]prop-2-enamide). The yield is 14.6%. Reaction SMILES: [Cl:1][C:2]1[CH:3]=[C:4]([NH:16][C:17]2[C:26]3[C:21](=[CH:22][C:23]([O:44][CH2:45][CH3:46])=[C:24]([NH:27][C:28](=[O:43])/[CH:29]=[CH:30]/[C@@H:31]4[CH2:35][CH2:34][CH2:33][N:32]4C(OC(C)(C)C)=O)[CH:25]=3)[N:20]=[CH:19][C:18]=2[C:47]#[N:48])[CH:5]=[CH:6][C:7]=1[O:8][CH2:9][C:10]1[CH:15]=[CH:14][CH:13]=[CH:12][N:11]=1>Cl.O1CCOCC1>[Cl:1][C:2]1[CH:3]=[C:4]([NH:16][C:17]2[C:26]3[C:21](=[CH:22][C:23]([O:44][CH2:45][CH3:46])=[C:24]([NH:27][C:28](=[O:43])/[CH:29]=[CH:30]/[C@@H:31]4[CH2:35][CH2:34][CH2:33][NH:32]4)[CH:25]=3)[N:20]=[CH:19][C:18]=2[C:47]#[N:48])[CH:5]=[CH:6][C:7]=1[O:8][CH2:9][C:10]1[CH:15]=[CH:14][CH:13]=[CH:12][N:11]=1. Procedure: tert-Butyl (2S)-2-[(E)-3-[[4-[[3-chloro-4-(2-pyridylmethoxy)phenyl]amino]-3-cyano-7-ethoxy-6-quinolyl]amino]-3-oxo-prop-1-enyl]pyrrolidine-1-carboxylate 2d (161 mg, 0.24 mmol) was dissolved in a solution of hydrogen chloride (2M) in 25 mL of 1,4-dioxane. After stirring for 12 hours, the reaction mixture was concentrated under reduced pressure and extracted with dichloromethane (50 mL×3). The combined organic extracts were washed with saturated brine (30 mL×2), dried over anhydrous sodium sulfate... Reactants: C(C(F)(F)F)(C(F)(F)F)O ((CF3)2CHOH), C[C@@H]1CC[C@H](P1C2=CC=CC=C2P3[C@@H](CC[C@H]3C)C)C ((R,R)-Me-DUPHOS), C(C(F)(F)F)(C(F)(F)F)O ((CF3)2CHOH). Solvent: C(Cl)(Cl)Cl (CHCl3), C(Cl)(Cl)Cl (CHCl3). The product is C[C@H]1CC[C@@H](P1C2=CC=CC=C2P3[C@H](CC[C@@H]3C)C)C ((S,S)-Me-DUPHOS). As a reaction SMILES: C(O)(C(F)(F)F)C(F)(F)F.[CH3:11][C@H:12]1[P:16]([C:17]2[C:22]([P:23]3[C@H:27]([CH3:28])[CH2:26][CH2:25][C@H:24]3[CH3:29])=[CH:21][CH:20]=[CH:19][CH:18]=2)[C@H:15]([CH3:30])[CH2:14][CH2:13]1>C(Cl)(Cl)Cl>[CH3:28][C@@H:27]1[P:23]([C:22]2[C:17]([P:16]3[C@@H:12]([CH3:11])[CH2:13][CH2:14][C@@H:15]3[CH3:30])=[CH:18][CH:19]=[CH:20][CH:21]=2)[C@@H:24]([CH3:29])[CH2:25][CH2:26]1. Procedure: Molar optical rotation: [Φ]D25 =-64.0° (c=3.26 mg/ml, CHCl3), [Φ]D25 =+7° (c=7.27 mg/ml (CF3)2CHOH). (R,R)-Me-DUPHOS Ligand: Molar optical rotation: [Φ]D25 =+65.0° (c= 3.26 mg/ml, CHCl3), [Φ]D25 =-7° (c=7.27 mg/ml, (CF3)2CHOH). Starting materials: C1(CCCCC1)C1=C(C=C(C=C1)CO)C(F)(F)F ((4-cyclohexyl-3-trifluoromethyl-phenyl)-methanol), [H-].[Na+] (sodium hydride), ClC1=NC=C(C=C1)Br (2-chloro-5-bromopyridine), [NH4+].[Cl-] (NH4Cl). The solvent is CN(C)C=O (DMF), CN(C)C=O (DMF). Run at temperature 0 celsius, time 30 minute. Product: BrC=1C=CC(=NC1)OCC1=CC(=C(C=C1)C1CCCCC1)C(F)(F)F (5-Bromo-2-(4-cyclohexyl-3-trifluoromethyl-benzyloxy)-pyridine). RXN SMILES: [CH:1]1([C:7]2[CH:12]=[CH:11][C:10]([CH2:13][OH:14])=[CH:9][C:8]=2[C:15]([F:18])([F:17])[F:16])[CH2:6][CH2:5][CH2:4][CH2:3][CH2:2]1.[H-].[Na+].Cl[C:22]1[CH:27]=[CH:26][C:25]([Br:28])=[CH:24][N:23]=1.[NH4+].[Cl-]>CN(C=O)C>[Br:28][C:25]1[CH:26]=[CH:27][C:22]([O:14][CH2:13][C:10]2[CH:11]=[CH:12][C:7]([CH:1]3[CH2:2][CH2:3][CH2:4][CH2:5][CH2:6]3)=[C:8]([C:15]([F:16])([F:17])[F:18])[CH:9]=2)=[N:23][CH:24]=1 |f:1.2,4.5|. Procedure: To a solution of (4-cyclohexyl-3-trifluoromethyl-phenyl)-methanol (258 mg, 1.0 mmol) in DMF (7 mL) is added sodium hydride (60% in mineral oil, 60 mg, 1.5 mmol) at 0° C. and the reaction mixture is stirred at 0° C. for 30 minutes. After the addition of a solution of 2-chloro-5-bromopyridine (231 mg, 1.2 mmol) in DMF (3 mL), the reaction mixture is stirred at 0° C. for 1 h and at room temperature for 18 hours. The reaction mixture is poured into saturated aqueous NH4Cl and extracted with EtOAc. T... The reactants are COCCOC, Cc1nn(-c2ccc(CCO)cc2)c(C)c1I, [K+], [K+], O=C([O-])[O-], Cc1ccc(B(O)O)cc1. Product: Cc1ccc(-c2c(C)nn(-c3ccc(CCO)cc3)c2C)cc1. Reaction SMILES: [CH2:34]([CH2:35][O:36][CH3:37])[O:38][CH3:39].[I:1][c:2]1[c:3]([CH3:17])[n:4][n:5](-[c:8]2[cH:9][cH:10][c:11]([CH2:14][CH2:15][OH:16])[cH:12][cH:13]2)[c:6]1[CH3:7].[K+:28].[K+:29].[O-:30][C:31]([O-:32])=[O:33].[c:18]1([CH3:27])[cH:19][cH:20][c:21]([B:24]([OH:25])[OH:26])[cH:22][cH:23]1>>[c:2]1(-[c:21]2[cH:20][cH:19][c:18]([CH3:27])[cH:23][cH:22]2)[c:3]([CH3:17])[n:4][n:5](-[c:8]2[cH:9][cH:10][c:11]([CH2:14][CH2:15][OH:16])[cH:12][cH:13]2)[c:6]1[CH3:7].